From a dataset of the Open Reaction Database (ORD), a public repository of structured organic reaction records. describe an organic reaction: reactants, conditions, products, and yield Reactants: C[C@H]1[C@H]([C@H](C=CO1)OC(=O)C)OC(=O)C (3,4-di-O-acetyl-L-fucal), O (water), O.[Br-].[Li+] (lithium bromide hydrate), Example 1. The solvent is C(C)#N (acetonitrile). Conditions: time 15 minute. Yields the product OC1C[C@H](O)[C@H](O)[C@@H](O1)C (2,6-Dideoxy-L-lyxo-hexopyranose). The yield is 115.7%. RXN SMILES: [CH3:1][C@@H:2]1[O:7][CH:6]=[CH:5][C@H:4]([O:8]C(C)=O)[C@@H:3]1[O:12]C(C)=O.[OH2:16].[Br-].[Li+].O>C(#N)C>[OH:16][CH:6]1[O:7][C@@H:2]([CH3:1])[C@@H:3]([OH:12])[C@@H:4]([OH:8])[CH2:5]1 |f:1.2.3|. Procedure: To a solution of 3,4-di-O-acetyl-L-fucal (5.0 g) and lithium bromide hydrate (5.0 g) in acetonitrile (150 ml), activated resin prepared as in Example 1 (3.0 g) and water (6 ml) were added and stirred at room temperature for 15 min. The product was isolated as described for Example 1. Purification by chromatography on a column of Silica Gel using ethyl acetate-hexane (3:8) as eluant gave the title compound (4.0 g). α:β=9:4. [α]D20 =-57.6°±2°(c 1.03, CHCl3). 1H NMR δ: 5.45 (d, H-1α), 5.35 (m H-3α)... Starting materials: ClC1=CC=CC=C1 (chlorobenzene), ClS(=O)(=O)O (chlorosulfonic acid), S(=O)(Cl)Cl (thionyl chloride). Reagents/catalysts: S(N)(O)(=O)=O (sulfamic acid). Run in O (water). Run at time 15 minute. Product: ClC1=CC=C(C=C1)S(=O)(=O)Cl (4-chlorobenzenesulfonyl chloride). The yield is 108.2%. As a reaction SMILES: [Cl:1][C:2]1[CH:7]=[CH:6][CH:5]=[CH:4][CH:3]=1.[Cl:8][S:9](O)(=[O:11])=[O:10].S(Cl)(Cl)=O>S(=O)(=O)(O)N.O>[Cl:1][C:2]1[CH:7]=[CH:6][C:5]([S:9]([Cl:8])(=[O:11])=[O:10])=[CH:4][CH:3]=1. Procedure details: 112.6 g (1.0 mol) of chlorobenzene are added dropwise at 70° C. over a period of 1 hour to 122 g (1.05 mol) of chlorosulfonic acid. The mixture is then stirred at this temperature for 15 minutes. 1 g of sulfamic acid is then added and 180 g (1.5 mol) of thionyl chloride are added dropwise at 70° C. in the course of 2 hours. Working up is carried out as described in Example 1. 228.3 g of moist 4-chlorobenzenesulfonyl chloride having a water content of 12% are obtained. This corresponds to 200.9 g... Reactants: CCN(CC)P1(=NC(C)(C)C)N(C)CCCN1C, COc1cc2c(cc1-c1c(C)noc1C)ncc1[nH]c(=O)n(C(C)c3ccccn3)c12, COCCBr, CS(C)=O, CN(C)C=O. Product: COCCn1c(=O)n(C(C)c2ccccn2)c2c3cc(OC)c(-c4c(C)noc4C)cc3ncc21. Reaction SMILES: [C:32]([N:33]=[P:34]1([N:35]([CH2:36][CH3:37])[CH2:38][CH3:39])[N:40]([CH3:41])[CH2:42][CH2:43][CH2:44][N:45]1[CH3:46])([CH3:47])([CH3:48])[CH3:49].[CH3:1][c:2]1[n:3][o:4][c:5]([CH3:31])[c:6]1-[c:7]1[c:8]([O:29][CH3:30])[cH:9][c:10]2[c:11]3[c:12]([cH:13][n:14][c:15]2[cH:16]1)[nH:17][c:18](=[O:28])[n:19]3[CH:20]([CH3:21])[c:22]1[n:23][cH:24][cH:25][cH:26][cH:27]1.[CH3:50][O:51][CH2:52][CH2:53][Br:54].[CH3:60][S:61]([CH3:62])=[O:63].[O:55]=[CH:56][N:57]([CH3:58])[CH3:59]>>[CH3:1][c:2]1[n:3][o:4][c:5]([CH3:31])[c:6]1-[c:7]1[c:8]([O:29][CH3:30])[cH:9][c:10]2[c:11]3[c:12]([cH:13][n:14][c:15]2[cH:16]1)[n:17]([CH2:53][CH2:52][O:51][CH3:50])[c:18](=[O:28])[n:19]3[CH:20]([CH3:21])[c:22]1[n:23][cH:24][cH:25][cH:26][cH:27]1. The reactants are CN(C=O)C (N,N-Dimethylformamide), C([O-])([O-])=O.[K+].[K+] (potassium carbonate), IC1=NC(=CC=C1OC1=CC=NC2=CC(=C(C=C12)OC)OC)C (4-[(2-Iodo-6-methyl-3-pyridyl)oxy]-6,7-dimethoxyquinoline), IC1=NC(=CC=C1OC1=CC=NC2=CC(=C(C=C12)OC)OC)C (4-[(2-Iodo-6-methyl-3-pyridyl)oxy]-6,7-dimethoxyquinoline), tetrakistriphenylphosphine palladium, N1=CC=C(C=C1)B(O)O (4-pyridylboronic acid). Run in C(C)O (ethanol), O (water). Reaction conditions: temperature 70 celsius, time 3 hour. Product: COC=1C=C2C(=CC=NC2=CC1OC)OC=1C(=NC(=CC1)C)C1=CC=NC=C1 (3-(6,7-Dimethoxy-quinolin-4-yloxy)-6-methyl-[2,4′]bipyridine). Isolated yield 65.6%. As a reaction SMILES: CN(C)C=O.C(=O)([O-])[O-].[K+].[K+].I[C:13]1[C:18]([O:19][C:20]2[C:29]3[C:24](=[CH:25][C:26]([O:32][CH3:33])=[C:27]([O:30][CH3:31])[CH:28]=3)[N:23]=[CH:22][CH:21]=2)=[CH:17][CH:16]=[C:15]([CH3:34])[N:14]=1.[N:35]1[CH:40]=[CH:39][C:38](B(O)O)=[CH:37][CH:36]=1>O.C(O)C>[CH3:31][O:30][C:27]1[CH:28]=[C:29]2[C:24](=[CH:25][C:26]=1[O:32][CH3:33])[N:23]=[CH:22][CH:21]=[C:20]2[O:19][C:18]1[C:13]([C:38]2[CH:39]=[CH:40][N:35]=[CH:36][CH:37]=2)=[N:14][C:15]([CH3:34])=[CH:16][CH:17]=1 |f:1.2.3|. Procedure details: N,N-Dimethylformamide (1 ml), ethanol (0.5 ml), and a 2 M aqueous potassium carbonate solution (1 ml) were added to 4-(2-iodo-6-methyl-pyridin-3-yloxy)-6,7-dimethoxy-quinoline (compound 116) (50 mg), tetrakistriphenylphosphine palladium (14 mg) and 4-pyridylboronic acid (44 mg) under an argon atmosphere, and the mixture was stirred at 70° C. for 3 hr. The reaction solution was cooled to room temperature, water was then added to the reaction solution, and the mixture was extracted with ethyl acet... Starting materials: solid, BrC1=CC(=CC=2C(=C3N(C12)CCNC3=O)C)C#N (6-bromo-10-methyl-1-oxo-1,2,3,4-tetrahydro-pyrazino[1,2-a]indole-8-carbonitrile), BrC1=CC(=CC=2C(=C3N(C12)CCNC3=O)C)C#N (6-bromo-10-methyl-1-oxo-1,2,3,4-tetrahydro-pyrazino[1,2-a]indole-8-carbonitrile), C1(=CC=CC=C1)B(O)O (phenylboronic acid). Product: CC1=C2N(C=3C(=CC(=CC13)C#N)C1=CC=CC=C1)CCNC2=O (10-Methyl-1-oxo-6-phenyl-3,4-dihydro-2H-pyrazino[1,2-a]indole-8-carbonitrile). As a reaction SMILES: Br[C:2]1[C:10]2[N:9]3[CH2:11][CH2:12][NH:13][C:14](=[O:15])[C:8]3=[C:7]([CH3:16])[C:6]=2[CH:5]=[C:4]([C:17]#[N:18])[CH:3]=1.[C:19]1(B(O)O)[CH:24]=[CH:23][CH:22]=[CH:21][CH:20]=1>>[CH3:16][C:7]1[C:6]2[CH:5]=[C:4]([C:17]#[N:18])[CH:3]=[C:2]([C:19]3[CH:24]=[CH:23][CH:22]=[CH:21][CH:20]=3)[C:10]=2[N:9]2[CH2:11][CH2:12][NH:13][C:14](=[O:15])[C:8]=12. Reported procedure: The title compound, light yellow solid (62 mg, 82%), MS (ISP) m/z=302.6 [(M+H)+], mp 253° C., was prepared in accordance with the general method of example 1 from 6-bromo-10-methyl-1-oxo-1,2,3,4-tetrahydro-pyrazino[1,2-a]indole-8-carbonitrile (intermediate 16) (76 mg, 0.25 mmol) and commercially available phenylboronic acid (39.6 mg, 0.325 mmol). Reactants: CCOCC, NCc1cc(F)c(N2CCOCC2)c(F)c1, O=C=Nc1cccc2cnccc12. The product is O=C(NCc1cc(F)c(N2CCOCC2)c(F)c1)Nc1cccc2cnccc12. RXN SMILES: [CH3:30][CH2:31][O:32][CH2:33][CH3:34].[F:1][c:2]1[cH:3][c:4]([CH2:5][NH2:6])[cH:7][c:8]([F:16])[c:9]1[N:10]1[CH2:11][CH2:12][O:13][CH2:14][CH2:15]1.[N:17](=[C:18]=[O:19])[c:20]1[c:21]2[cH:22][cH:23][n:24][cH:25][c:26]2[cH:27][cH:28][cH:29]1>>[F:1][c:2]1[cH:3][c:4]([CH2:5][NH:6][C:18]([NH:17][c:20]2[c:21]3[cH:22][cH:23][n:24][cH:25][c:26]3[cH:27][cH:28][cH:29]2)=[O:19])[cH:7][c:8]([F:16])[c:9]1[N:10]1[CH2:11][CH2:12][O:13][CH2:14][CH2:15]1. Starting materials: [OH-].[K+] (potassium hydroxide), FC(CCCC(C(=O)OCC)C(=O)OCC)(C(F)(F)F)F (diethyl 2-(4,4,5,5,5-pentafluoropentyl)malonate), B.CSC (Borane methyl sulfide), Cl (hydrochloric acid). Solvent: O (water), C(C)O (ethanol), O (water), CO (methanol). Reaction conditions: temperature 60 celsius, time 16 hour. Yields the product FC(CCCCCO)(C(F)(F)F)F (6,6,7,7,7-pentafluoroheptan-1-ol). The yield is 57.3%. RXN SMILES: [OH-].[K+].[F:3][C:4]([F:23])([C:19]([F:22])([F:21])[F:20])[CH2:5][CH2:6][CH2:7][CH:8](C(OCC)=O)[C:9](OCC)=[O:10].Cl.B.CSC>O.C(O)C.CO>[F:3][C:4]([F:23])([C:19]([F:20])([F:21])[F:22])[CH2:5][CH2:6][CH2:7][CH2:8][CH2:9][OH:10] |f:0.1,4.5|. Reported procedure: A solution of potassium hydroxide (370 g, 6.6 mol) in water (500 ml) was added to a solution of diethyl 2-(4,4,5,5,5-pentafluoropentyl)malonate (105.3 g, 0.33 mol) in ethanol (1000 ml), followed by stirring for 16 hours at 60° C. The reaction mixture was adjusted to pH 5 by slowly adding 1N hydrochloric acid dropwise, and then extracted twice with ethyl acetate. The combined organic layers were washed with saturated aqueous sodium chloride and dried over anhydrous magnesium sulfate. After distil...